This data is from the Open Reaction Database (ORD), a public repository of structured organic reaction records. The task is: describe an organic reaction: reactants, conditions, products, and yield Starting materials: [Al+3], [H-], [H-], [H-], [H-], [Li+], C1CCOC1, NC(=O)CCCC1CCN(CC(O)CO)CC1. The product is NCCCCC1CCN(CC(O)CO)CC1. As a reaction SMILES: [Al+3:19].[H-:18].[H-:21].[H-:22].[H-:23].[Li+:20].[O:24]1[CH2:25][CH2:26][CH2:27][CH2:28]1.[OH:1][CH:2]([CH2:3][N:4]1[CH2:5][CH2:6][CH:7]([CH2:10][CH2:11][CH2:12][C:13](=[O:14])[NH2:15])[CH2:8][CH2:9]1)[CH2:16][OH:17]>>[OH:1][CH:2]([CH2:3][N:4]1[CH2:5][CH2:6][CH:7]([CH2:10][CH2:11][CH2:12][CH2:13][NH2:15])[CH2:8][CH2:9]1)[CH2:16][OH:17]. As a reaction SMILES: [Cl:1][C:2]1[CH:3]=[C:4]([CH:15]=[CH:16][CH:17]=1)[CH2:5][N:6]1[C:10](=[O:11])[CH2:9][CH2:8][C@@H:7]1[C:12]([OH:14])=O.[NH2:18][CH:19]([CH2:25][C:26]1[CH:31]=[CH:30][CH:29]=[CH:28][CH:27]=1)[CH:20]([OH:24])[C:21]([NH2:23])=[O:22].O[NH-].O=[N-]>>[NH2:23][C:21](=[O:22])[C:20](=[O:24])[CH:19]([NH:18][C:12]([C@H:7]1[CH2:8][CH2:9][C:10](=[O:11])[N:6]1[CH2:5][C:4]1[CH:15]=[CH:16][CH:17]=[C:2]([Cl:1])[CH:3]=1)=[O:14])[CH2:25][C:26]1[CH:27]=[CH:28][CH:29]=[CH:30][CH:31]=1. Product: NC(C(C(CC1=CC=CC=C1)NC(=O)[C@@H]1N(C(CC1)=O)CC1=CC(=CC=C1)Cl)=O)=O ((2R)—N-(4-Amino-3,4-dioxo-1-phenylbutan-2-yl)-1-(3-chlorobenzyl)-5-oxopyrrolidine-2-carboxamide). Reactants: ClC=1C=C(CN2[C@H](CCC2=O)C(=O)O)C=CC1 ((R)-1-(3-chloro-benzyl)-5-oxo-pyrrolidine-2-carboxylic acid), O=[N-] (ketoamide), NC(C(C(=O)N)O)CC1=CC=CC=C1 (3-amino-2-hydroxy-4-phenylbutanamide), O[NH-] (hydroxyamide). Procedure details: Coupling of (R)-1-(3-chloro-benzyl)-5-oxo-pyrrolidine-2-carboxylic acid with 3-amino-2-hydroxy-4-phenylbutanamide and oxidation of the resulting hydroxyamide intermediate to the corresponding ketoamide.